describe an organic reaction: reactants, conditions, products, and yield From a dataset of the Open Reaction Database (ORD), a public repository of structured organic reaction records. Reaction SMILES: [C:1]([CH2:2][CH3:3])#[N:4].[CH3:20][N:21]([CH3:22])[c:23]1[cH:24][cH:25][n:26][cH:27][cH:28]1.[Cl:5][c:6]1[n:7][cH:8][c:9]([C:13]([F:14])([F:15])[F:16])[cH:10][c:11]1[Cl:12].[Na:17][C:18]#[N:19].[OH2:29]>>[C:1](#[N:4])[c:6]1[n:7][cH:8][c:9]([C:13]([F:14])([F:15])[F:16])[cH:10][c:11]1[Cl:12]. Product: N#Cc1ncc(C(F)(F)F)cc1Cl. Reactants: CCC#N, CN(C)c1ccncc1, FC(F)(F)c1cnc(Cl)c(Cl)c1, N#C[Na], O. The reactants are COCCc1nnc(N)o1, [Cl-], O=C(O)C(c1ccccc1)c1ccccc1. Product: COCCc1nnc(NC(=O)C(c2ccccc2)c2ccccc2)o1. Reaction SMILES: [CH3:18][O:19][CH2:20][CH2:21][c:22]1[n:23][n:24][c:25]([NH2:27])[o:26]1.[Cl-:1].[c:2]1([CH:8]([C:9](=[O:10])[OH:11])[c:12]2[cH:13][cH:14][cH:15][cH:16][cH:17]2)[cH:3][cH:4][cH:5][cH:6][cH:7]1>>[c:2]1([CH:8]([C:9](=[O:11])[NH:27][c:25]2[n:24][n:23][c:22]([CH2:21][CH2:20][O:19][CH3:18])[o:26]2)[c:12]2[cH:13][cH:14][cH:15][cH:16][cH:17]2)[cH:3][cH:4][cH:5][cH:6][cH:7]1. Starting materials: CC1([C@@H](C(N2C(S1)CCCC2)=O)NC(OCC2C1=CC=CC=C1C=1C=CC=CC21)=O)C ((9H-fluoren-9-yl)methyl (3R)-2,2-dimethyl-4-oxooctahydropyrido[2,1-b][1,3]thiazin-3-ylcarbamate), N1CCCCC1 (piperidine). Solvent: C(Cl)Cl (DCM). Reaction conditions: time 3 hour. The product is N[C@@H]1C(N2C(SC1(C)C)CCCC2)=O ((3R)-3-amino-2,2-dimethylhexahydropyrido[2,1-b][1,3]thiazin-4(6H)-one). The yield is 94.1%. Reaction SMILES: [CH3:1][C:2]1([CH3:31])[S:7][CH:6]2[CH2:8][CH2:9][CH2:10][CH2:11][N:5]2[C:4](=[O:12])[C@H:3]1[NH:13]C(=O)OCC1C2C=CC=CC=2C2C1=CC=CC=2.N1CCCCC1>C(Cl)Cl>[NH2:13][C@H:3]1[C:2]([CH3:1])([CH3:31])[S:7][CH:6]2[CH2:8][CH2:9][CH2:10][CH2:11][N:5]2[C:4]1=[O:12]. Reported procedure: To a round bottom flask was added (9H-fluoren-9-yl)methyl (3R)-2,2-dimethyl-4-oxooctahydropyrido[2,1-b][1,3]thiazin-3-ylcarbamate (37 mg, 0.085 mmol), DCM (1 mL) and piperidine (0.017 mL, 0.17 mmol). The reaction was stirred at rt for 3 hr. The solvent was removed and the residue was dried over vacuum pump overnight to give (3R)-3-amino-2,2-dimethylhexahydropyrido[2,1-b][1,3]thiazin-4(6H)-one (17 mg, 0.080 mmol, 94% yield). The reactants are [N+](=O)([O-])C1=C2C(C(=O)N(C2=O)C2CCC(CC2)O)=CC=C1 (4-(3-nitrophthalimidyl)-cyclohexanol), [N-]=[N+]=[N-].[Na+] (sodium azide). Run in CS(=O)C (dimethylsulphoxide). Reaction conditions: temperature 80 celsius, time 6 hour. Yields the product N(=[N+]=[N-])C1=C2C(C(=O)N(C2=O)C2CCC(CC2)O)=CC=C1 (4-(3-azidophthalimidyl)-cyclohexanol). The yield is 90.8%. As a reaction SMILES: [N+:1]([C:4]1[CH:21]=[CH:20][CH:19]=[C:6]2[C:7]([N:9]([CH:12]3[CH2:17][CH2:16][CH:15]([OH:18])[CH2:14][CH2:13]3)[C:10](=[O:11])[C:5]=12)=[O:8])([O-])=O.[N-:22]=[N+:23]=[N-].[Na+]>CS(C)=O>[N:1]([C:4]1[CH:21]=[CH:20][CH:19]=[C:6]2[C:7]([N:9]([CH:12]3[CH2:17][CH2:16][CH:15]([OH:18])[CH2:14][CH2:13]3)[C:10](=[O:11])[C:5]=12)=[O:8])=[N+:22]=[N-:23] |f:1.2|. Procedure: A mixture of 2.9 g (0.01 mol) of 4-(3-nitrophthalimidyl)-cyclohexanol and 0.9 g (0.013 mol) of sodium azide in 20 ml of dimethylsulphoxide is stirred for 6 hours at 80° C. and then evaporated in vacuo at the same temperature. The residue is diluted with 20 ml of water. The product which has separated out is filtered off with suction, washed with 5 ml of water and dried for 24 hours at 80° C. in a drying cabinet. 2.6 g (91% of theory) of 4-(3-azidophthalimidyl)-cyclohexanol are obtained; melting ... Reactants: ClC1=C2C(C(=O)OC2=O)=CC=C1 (3-chlorophthalic anhydride), S(=O)(Cl)Cl (thionyl chloride), S1(=O)(=O)CCCC1 (sulfolane), S(=O)(Cl)Cl (thionyl chloride), [F-].[K+] (potassium fluoride), NC(=O)N (urea). The solvent is O (water), CC(=O)C (acetone). Run at temperature 60 celsius, time 6 hour. Yields the product FC1=C2C(C(=O)NC2=O)=CC=C1 (3-fluorophthalimide). Isolated yield 84.5%. As a reaction SMILES: Cl[C:2]1[CH:12]=[CH:11][CH:10]=[C:4]2[C:5](OC(=O)[C:3]=12)=[O:6].S(Cl)(Cl)=O.S1(CCCC1)(=O)=O.[F-:24].[K+].N[C:27]([NH2:29])=[O:28]>CC(C)=O.O>[F:24][C:2]1[CH:12]=[CH:11][CH:10]=[C:4]2[C:5]([NH:29][C:27](=[O:28])[C:3]=12)=[O:6] |f:3.4|. Procedure details: 500 parts (2.739 moles) of 3-chlorophthalic anhydride and 49.9 parts of thionyl chloride are added to 820 parts of sulfolane, while stirring. The mixture is stirred for 30 minutes at 100° C., after which the evolution of gas is complete. Excess thionyl chloride is stripped off under reduced pressure from a water pump, after which 175 parts of potassium fluoride are added and stirring is continued for 6 hours at 210° C. The mixture is cooled to 60° C., and 82 parts (1.37 moles) of urea are then a...